From a dataset of the Open Reaction Database (ORD), a public repository of structured organic reaction records. describe an organic reaction: reactants, conditions, products, and yield The reactants are C(C)(C)(C)C=1N=C(C2=C(N1)N(N=N2)CC)N2CC(CC2)(F)F (5-tert-Butyl-7-(3,3-difluoro-pyrrolidin-1-yl)-3-ethyl-3H-[1,2,3]triazolo[4,5-d]pyrimidine), C(C)(C)(C)C=1N=C(C2=C(N1)NN=N2)N2CC(CC2)(F)F (5-tert-butyl-7-(3,3-difluoropyrrolidin-1-yl)-3H-[1,2,3]triazolo[4,5-d]pyrimidine), BrCC1=CC(=CC=C1)Cl (1-(bromomethyl)-3-chlorobenzene). The product is C(C)(C)(C)C=1N=C(C2=C(N1)N(N=N2)CC2=CC(=CC=C2)Cl)N2CC(CC2)(F)F (5-tert-Butyl-3-(3-chloro-benzyl)-7-(3,3-difluoro-pyrrolidin-1-yl)-3H-[1,2,3]triazolo[4,5-d]pyrimidine), gum. Isolated yield 42.0%. Reaction SMILES: [C:1]([C:5]1[N:6]=[C:7]([N:16]2[CH2:20][CH2:19][C:18]([F:22])([F:21])[CH2:17]2)[C:8]2[N:13]=[N:12][N:11]([CH2:14][CH3:15])[C:9]=2[N:10]=1)([CH3:4])([CH3:3])[CH3:2].C(C1N=C(N2CCC(F)(F)C2)C2N=NNC=2N=1)(C)(C)C.Br[CH2:44][C:45]1C=C[CH:48]=[C:47]([Cl:51])[CH:46]=1>>[C:1]([C:5]1[N:6]=[C:7]([N:16]2[CH2:20][CH2:19][C:18]([F:21])([F:22])[CH2:17]2)[C:8]2[N:13]=[N:12][N:11]([CH2:14][C:15]3[CH:44]=[CH:45][CH:46]=[C:47]([Cl:51])[CH:48]=3)[C:9]=2[N:10]=1)([CH3:2])([CH3:3])[CH3:4]. Procedure: In analogy to the procedure described for the synthesis of 5-tert-butyl-7-(3,3-difluoro-pyrrolidin-1-yl)-3-ethyl-3H-[1,2,3]triazolo[4,5-d]pyrimidine (example 61), the title compound was prepared from 5-tert-butyl-7-(3,3-difluoropyrrolidin-1-yl)-3H-[1,2,3]triazolo[4,5-d]pyrimidine and 1-(bromomethyl)-3-chlorobenzene and isolated as light-yellow gum (7.0 mg, 42%). MS (m/e): 407.4 (MH+). Product: COCOc1ccccc1c3ccc2ccccc2c3. The reactants are COc1ccc2ccccc2c1 (substrate), COCOc1ccccc1[Li] (effective_coupling_partner). Reagents/catalysts: SIMes. Run at temperature 25 celsius, time 12 hour. Yield: 102.2%. Yields the product C(C1=CC=CC=C1)N1CC(CC1)=NO (1-benzylpyrrolidin-3-one oxime). Reaction SMILES: [CH2:1]([N:8]1[CH2:12][CH2:11][C:10](=O)[CH2:9]1)[C:2]1[CH:7]=[CH:6][CH:5]=[CH:4][CH:3]=1.Cl.[NH2:15][OH:16]>N1C=CC=CC=1.C(OCC)(=O)C>[CH2:1]([N:8]1[CH2:12][CH2:11][C:10](=[N:15][OH:16])[CH2:9]1)[C:2]1[CH:7]=[CH:6][CH:5]=[CH:4][CH:3]=1 |f:1.2|. Reactants: C(C1=CC=CC=C1)N1CC(CC1)=O (1-benzylpyrrolidin-3-one), Cl.NO (hydroxylamine hydrochloride). Solvent: C(C)(=O)OCC (ethyl acetate), N1=CC=CC=C1 (pyridine). Procedure details: To a solution of 1-benzylpyrrolidin-3-one (1.0 g, 5.71 mmol) in pyridine (5 mL) is added hydroxylamine hydrochloride (0.59 g, 8.57 mmol). After stirring at 90° C. for 5 hours, the reaction mixture is diluted with ethyl acetate and washed with saturated sodium bicarbonate, water, and brine. The organic layer is dried over MgSO4, filtered, and filtrate concentrated to afford 1-benzylpyrrolidin-3-one oxime (1.11 g) as an oil. MS CI: m/z 191 (MH+). Reaction conditions: temperature 90 celsius, time 5 hour. Reactants: Cl (HCl), COC1=CC2=CC=CC=C2C=C1 (2-methoxynaphthalene), FC1=CC=C(C(=O)Cl)C=C1 (4-fluorobenzoyl chloride), [Cl-].[Al+3].[Cl-].[Cl-] (aluminum chloride). The solvent is C(Cl)Cl (methylene chloride). Conditions: time 3 hour. The product is FC1=CC=C(C(=O)C2=C(C=CC3=CC=CC=C23)OC)C=C1 (1-(4-fluorobenzoyl)-2-methoxynaphthalene). The yield is 102.9%. RXN SMILES: [CH3:1][O:2][C:3]1[CH:12]=[CH:11][C:10]2[C:5](=[CH:6][CH:7]=[CH:8][CH:9]=2)[CH:4]=1.[F:13][C:14]1[CH:22]=[CH:21][C:17]([C:18](Cl)=[O:19])=[CH:16][CH:15]=1.[Cl-].[Al+3].[Cl-].[Cl-].Cl>C(Cl)Cl>[F:13][C:14]1[CH:22]=[CH:21][C:17]([C:18]([C:4]2[C:5]3[C:10](=[CH:9][CH:8]=[CH:7][CH:6]=3)[CH:11]=[CH:12][C:3]=2[O:2][CH3:1])=[O:19])=[CH:16][CH:15]=1 |f:2.3.4.5|. Procedure: A solution of 2-methoxynaphthalene (20.0 g, 120 mmol) and 4-fluorobenzoyl chloride (15 ml, 126 mmol) in methylene chloride (200 ml) was cooled in an ice bath under nitrogen and aluminum chloride (18.5 g, 129 mmol, 1.1 equiv.) was added portionwise over 10 minutes. The reaction mixture was stirred at room temperature for 3 h and then poured into 2N HCl (500 ml). The product was extracted into methylene chloride, and washed with brine, and dried over sodium sulfate. The organic layer was concentra... Starting materials: ClC=1C=C(C=CC1)[C@H]1C[C@](C(N([C@@H]1C1=CC=C(C=C1)Cl)C1C=CCC1)=O)(C)CC(=O)O (2-((3R,5R,6S)-5-(3-chlorophenyl)-6-(4-chlorophenyl)-1-(cyclopent-2-enyl)-3-methyl-2-oxopiperidin-3-yl)acetic acid), O (water), CC(C)(C)O (tBuOH), C[N+]1(CCOCC1)[O-] (NMO), O (Water). The reagents and catalysts are [Os](=O)(=O)(=O)=O (osmium tetroxide). Run in C1CCOC1 (THF). Reaction conditions: time 24 hour. Product: ClC=1C=C(C=CC1)[C@H]1C[C@](C(N([C@@H]1C1=CC=C(C=C1)Cl)[C@@H]1[C@@H]([C@@H](CC1)O)O)=O)(C)CC(=O)O (2-((3R,5R,6S)-5-(3-Chlorophenyl)-6-(4-chlorophenyl)-1-((1S,2S,3R)-2,3-dihydroxycyclopentyl)-3-methyl-2-oxopiperidin-3-yl)acetic acid). Reaction SMILES: [Cl:1][C:2]1[CH:3]=[C:4]([C@@H:8]2[C@@H:13]([C:14]3[CH:19]=[CH:18][C:17]([Cl:20])=[CH:16][CH:15]=3)[N:12]([CH:21]3[CH2:25][CH2:24][CH:23]=[CH:22]3)[C:11](=[O:26])[C@:10]([CH2:28][C:29]([OH:31])=[O:30])([CH3:27])[CH2:9]2)[CH:5]=[CH:6][CH:7]=1.[OH2:32].CC([OH:37])(C)C.C[N+]1([O-])CCOCC1>C1COCC1.[Os](=O)(=O)(=O)=O>[Cl:1][C:2]1[CH:3]=[C:4]([C@@H:8]2[C@@H:13]([C:14]3[CH:19]=[CH:18][C:17]([Cl:20])=[CH:16][CH:15]=3)[N:12]([C@H:21]3[CH2:25][CH2:24][C@@H:23]([OH:32])[C@H:22]3[OH:37])[C:11](=[O:26])[C@:10]([CH2:28][C:29]([OH:31])=[O:30])([CH3:27])[CH2:9]2)[CH:5]=[CH:6][CH:7]=1. Procedure details: To a solution of 2-((3R,5R,6S)-5-(3-chlorophenyl)-6-(4-chlorophenyl)-1-(cyclopent-2-enyl)-3-methyl-2-oxopiperidin-3-yl)acetic acid (Example 102, Step F) (94 mg, 0.205 mmol) in THF (1.0 mL) was added water (0.25 mL) and tBuOH (0.2 mL) at room temperature. NMO (36.0 mg, 0.308 mmol) was added followed by osmium tetroxide (4% aq) (1.303 μL, 0.205 μmol). The reaction mixture was stirred at room temperature for 24 h. Water (10 mL) was added and the mixture was extracted with DCM twice. The organic lay... The reactants are FC1=CC=C(C=C1)C(=C(CBr)C1=NN=NN1C)C1=CC=C(C=C1)F (3,3-bis-(4-fluorophenyl)-1-bromo-2-(1-methyl-1H-tetrazol-5-yl)-2-propene), P(OC)(OC)OC (trimethyl phosphite). The product is FC1=CC=C(C=C1)C(=C(CP(OC)(OC)=O)C1=NN=NN1C)C1=CC=C(C=C1)F (Dimethyl [3,3-bis(4-fluorophenyl)-2-(1-methyl-1H-tetrazol-5-yl)-2-propen-1-yl]phosphonate). As a reaction SMILES: [F:1][C:2]1[CH:7]=[CH:6][C:5]([C:8]([C:18]2[CH:23]=[CH:22][C:21]([F:24])=[CH:20][CH:19]=2)=[C:9]([C:12]2[N:16]([CH3:17])[N:15]=[N:14][N:13]=2)[CH2:10]Br)=[CH:4][CH:3]=1.[P:25]([O:30]C)([O:28][CH3:29])[O:26][CH3:27]>>[F:1][C:2]1[CH:7]=[CH:6][C:5]([C:8]([C:18]2[CH:23]=[CH:22][C:21]([F:24])=[CH:20][CH:19]=2)=[C:9]([C:12]2[N:16]([CH3:17])[N:15]=[N:14][N:13]=2)[CH2:10][P:25](=[O:30])([O:28][CH3:29])[O:26][CH3:27])=[CH:4][CH:3]=1. Procedure: A slurry of 3,3-bis-(4-fluorophenyl)-1-bromo-2-(1-methyl-1H-tetrazol-5-yl)-2-propene (1.17 g, 3.0 mmol) and trimethyl phosphite (0.41 g, 3.3 mmol) was heated at 100° C. for 5 minutes. After cooling to ambient temperature, excess trimethylphosphite was removed in vacuo to give a light yellow solid. This solid was recrystallized from ethyl-acetate/hexane mixture to give the title compound as a pure white solid; m.p.=140°-141° C. Reactants: N1=C(C=CC=C1)C(=O)OCC (ethyl picolinate), C1(=CC=CC=C1)C1=NOC(=C1C(=O)NC)C (3-phenyl-N,5-dimethyl- isoxazole-4-carboxamide), C(CCC)[Li] (n-butyllithium), CCCCCC (hexane). The solvent is O1CCCC1 (tetrahydrofuran), O1CCCC1 (tetrahydrofuran). Run at temperature -30 celsius, time 2 hour. Yields the product C1(=CC=CC=C1)C1=NOC(=C1C(=O)NC)CC(=O)C1=NC=CC=C1 (3-phenyl-5-(2-pyridylcarbonylmethyl)-N-methyl-isoxazole-4-carboxamide). As a reaction SMILES: [C:1]1([C:7]2[C:11]([C:12]([NH:14][CH3:15])=[O:13])=[C:10]([CH3:16])[O:9][N:8]=2)[CH:6]=[CH:5][CH:4]=[CH:3][CH:2]=1.C([Li])CCC.CCCCCC.[N:28]1[CH:33]=[CH:32][CH:31]=[CH:30][C:29]=1[C:34](OCC)=[O:35]>O1CCCC1>[C:1]1([C:7]2[C:11]([C:12]([NH:14][CH3:15])=[O:13])=[C:10]([CH2:16][C:34]([C:29]3[CH:30]=[CH:31][CH:32]=[CH:33][N:28]=3)=[O:35])[O:9][N:8]=2)[CH:2]=[CH:3][CH:4]=[CH:5][CH:6]=1. Procedure details: A suspension of 28 g. (0.13 mole) of 3-phenyl-N,5-dimethyl- isoxazole-4-carboxamide and 330 milliliters of tetrahydrofuran is cooled to -65° C. and 180 milliliters of 1.6M n-butyllithium in hexane (0.288 mole) is added dropwise, maintaining the temperature between -60° and -70° C. After the addition is complete, the organic suspension is stirred for 11/2 hours at -60° to -70° C., and then 19.6 g. (0.13 mole) of ethyl picolinate in 196 ml. tetrahydrofuran is added drop-wise maintaining the temper...